This data is from the Open Reaction Database (ORD), a public repository of structured organic reaction records. The task is: describe an organic reaction: reactants, conditions, products, and yield As a reaction SMILES: [C:31](=[O:32])([O-:33])[O-:34].[CH2:1]([c:2]1[cH:3][cH:4][cH:5][cH:6][cH:7]1)[O:8][c:9]1[cH:10][c:11](-[c:15]2[nH:16][c:17]3[cH:18][c:19]([Cl:24])[cH:20][cH:21][c:22]3[cH:23]2)[cH:12][n:13][cH:14]1.[CH3:25][O:26][C:27]([O:28][CH3:29])=[O:30].[CH3:42][CH2:43][O:44][C:45](=[O:46])[CH3:47].[K+:35].[K+:36].[O:37]=[CH:38][N:39]([CH3:40])[CH3:41]>>[CH2:1]([c:2]1[cH:3][cH:4][cH:5][cH:6][cH:7]1)[O:8][c:9]1[cH:10][c:11](-[c:15]2[n:16]([CH3:25])[c:17]3[cH:18][c:19]([Cl:24])[cH:20][cH:21][c:22]3[cH:23]2)[cH:12][n:13][cH:14]1. The product is Cn1c(-c2cncc(OCc3ccccc3)c2)cc2ccc(Cl)cc21. Reactants: O=C([O-])[O-], Clc1ccc2cc(-c3cncc(OCc4ccccc4)c3)[nH]c2c1, COC(=O)OC, CCOC(C)=O, [K+], [K+], CN(C)C=O.